From a dataset of the Open Reaction Database (ORD), a public repository of structured organic reaction records. describe an organic reaction: reactants, conditions, products, and yield The reactants are O1C(=CC=C1)C(CC=1C=CC(N(C1)C)=O)=O (5-(2-furan-2-yl-2-oxo-ethyl)-1-methyl-1H-pyridin-2-one), Cl.NC(=N)N (guanidine hydrochloride), N12CCCCCC2=NCCC1 (1,8-diazabicyclo[5.4.0]undec-7-en), COC(N(C)C)OC (N,N-dimethylformamide dimethyl acetal). Solvent: CC(C)O (2-propanol), CN(C=O)C (dimethylformamide). Conditions: temperature 60 celsius, time 10.5 hour. Yields the product NC1=NC=C(C(=N1)C=1OC=CC1)C=1C=CC(N(C1)C)=O (5-[2-amino-4-(2-furyl)pyrimidin-5-yl]-1-methylpyridin-2(1H)-one). Yield: 86.5%. Reaction SMILES: [O:1]1[CH:5]=[CH:4][CH:3]=[C:2]1[C:6](=O)[CH2:7][C:8]1[CH:9]=[CH:10][C:11](=[O:15])[N:12]([CH3:14])[CH:13]=1.[CH3:17]OC(OC)N(C)C.Cl.[NH2:26][C:27]([NH2:29])=[NH:28].N12CCCN=C1CCCCC2>CC(O)C.CN(C)C=O>[NH2:28][C:27]1[N:29]=[C:6]([C:2]2[O:1][CH:5]=[CH:4][CH:3]=2)[C:7]([C:8]2[CH:9]=[CH:10][C:11](=[O:15])[N:12]([CH3:14])[CH:13]=2)=[CH:17][N:26]=1 |f:2.3|. Procedure: To 5-(2-furan-2-yl-2-oxo-ethyl)-1-methyl-1H-pyridin-2-one (8) (402.0 g, content 397.6 g, 1.83 mol) obtained in Example 2 were added dimethylformamide (0.4 L) and N,N-dimethylformamide dimethyl acetal (654.4 g, 5.49 mol), and the reaction mixture was stirred at 60° C. for 10.5 hours and then at room temperature for 13.5 hours. To the reaction mixture were added guanidine hydrochloride (524.56 g, 5.49 mol) and 1,8-diazabicyclo[5.4.0]undec-7-en (DBU) (821 mL, 5.49 mol), and the reaction mixture was... Reactants: C(CCCC)C1=CC=C(C=C1)C1=NC2=CC=C(C=C2C=C1)OC (2-(4-pentylphenyl)-6-methoxyquinoline), ice water, C(C)(=O)O (acetic acid), Br (hydrobromic acid). Run in CCCCCC (hexane). Product: C(CCCC)C1=CC=C(C=C1)C1=NC2=CC=C(C=C2C=C1)O (2-(4-pentylphenyl)-6-hydroxyquinoline). Yield: 86.8%. As a reaction SMILES: [CH2:1]([C:6]1[CH:11]=[CH:10][C:9]([C:12]2[CH:21]=[CH:20][C:19]3[C:14](=[CH:15][CH:16]=[C:17]([O:22]C)[CH:18]=3)[N:13]=2)=[CH:8][CH:7]=1)[CH2:2][CH2:3][CH2:4][CH3:5].C(O)(=O)C.Br>CCCCCC>[CH2:1]([C:6]1[CH:7]=[CH:8][C:9]([C:12]2[CH:21]=[CH:20][C:19]3[C:14](=[CH:15][CH:16]=[C:17]([OH:22])[CH:18]=3)[N:13]=2)=[CH:10][CH:11]=1)[CH2:2][CH2:3][CH2:4][CH3:5]. Procedure details: 0.70 g (2.29 mM) of 2-(4-pentylphenyl)-6-methoxyquinoline, 4.6 ml of acetic acid and 4.3 ml of 47%-hydrobromic acid were placed in a 30 ml-round bottomed flask, followed by refluxing for 33 hours under stirring. After the reaction, the reaction mixture was poured into ice water to precipitate a crystal. The crystal was recovered by filtration and dispersed in water. To the mixture, an appropriate amount of ethyl acetate was added, followed by stirring at room temperature. Under stirring, 1.5 g o...